Dataset: the Open Reaction Database (ORD), a public repository of structured organic reaction records. Task: describe an organic reaction: reactants, conditions, products, and yield The reactants are BrC1=C(C=C(CO)C=C1)F (4-bromo-3-fluorobenzyl Alcohol), CC1(CCCC(N1[O])(C)C)C (TEMPO), [F-].C(CCC)[N+](CCCC)(CCCC)CCCC (tetrabutylammonium fluoride), NaHCO2, ClN1C(CCC1=O)=O (N-chlorosuccinimide). Run in C(Cl)Cl (CH2Cl2). Conditions: time 6 hour. The product is BrC1=C(C=C(C=O)C=C1)F (4-Bromo-3-fluorobenzaldehyde). Reaction SMILES: [Br:1][C:2]1[CH:9]=[CH:8][C:5]([CH2:6][OH:7])=[CH:4][C:3]=1[F:10].CC1(C)N([O])C(C)(C)CCC1.[F-].C([N+](CCCC)(CCCC)CCCC)CCC.ClN1C(=O)CCC1=O>C(Cl)Cl>[Br:1][C:2]1[CH:9]=[CH:8][C:5]([CH:6]=[O:7])=[CH:4][C:3]=1[F:10] |f:2.3,^1:14|. Reported procedure: To a well-stirred mixture of 4-bromo-3-fluorobenzyl alcohol (as described in Example 1, Step B) (10.25 g, 0.05 mol), TEMPO (0.781 g, 0.005 mol) and tetrabutylammonium fluoride (1.39 g, 0.005 mol) in CH2Cl2 (200 mL) and a solution of 0.5M NaHCO2/0.05M K2CO3(200 mL) was added N-chlorosuccinimide (9.35 g, 0.07 mol). After 6 hrs, the layers were separated, the aqueous layer back-washed with CH2Cl2 (2×50 mL), the organics combined and dried (Na2SO4). The solution was filtered, concentrated to half it... Starting materials: Cl.Cl.[C@H]1(CCCN2CCCC[C@H]12)CN1CCC(CC1)NC(=O)C=1NC2=CC=CC(=C2C1)OCC1=COC2=C1C(=CC(=C2)F)F (4-(4,6-Difluoro-benzofuran-3-ylmethoxy)-1H-indole-2-carboxylic acid {1-[(1S,9aR)-1-(octahydro-quinolizin-1-yl)methyl]-piperidin-4-yl}-amide dihydrochloride), Cl.Cl.Cl.NC1CCN(CC1)C[C@H](C)N1C[C@@H]([C@H](CC1)O)C ((3S,4S)-1-[(S)-2-(4-Amino-piperidin-1-yl)-1-methyl-ethyl]-3-methyl-piperidin-4-ol tri-hydrochloride). The product is Cl.Cl.O[C@@H]1[C@H](CN(CC1)[C@H](CN1CCC(CC1)NC(=O)C=1NC2=CC=CC(=C2C1)OCC1=COC2=C1C(=CC(=C2)F)F)C)C (4-(4,6-Difluoro-benzofuran-3-ylmethoxy)-1H-indole-2-carboxylic acid {1-[(S)-2-((3S,4S)-4-hydroxy-3-methyl-piperidin-1-yl)-propyl]-piperidin-4-yl}-amide dihydrochloride). As a reaction SMILES: [ClH:1].Cl.[C@H]1(C[N:14]2[CH2:19][CH2:18][CH:17]([NH:20][C:21]([C:23]3[NH:24][C:25]4[C:30]([CH:31]=3)=[C:29]([O:32][CH2:33][C:34]3[C:38]5[C:39]([F:44])=[CH:40][C:41]([F:43])=[CH:42][C:37]=5[O:36][CH:35]=3)[CH:28]=[CH:27][CH:26]=4)=[O:22])[CH2:16][CH2:15]2)[C@@H]2N(CCCC2)CCC1.Cl.Cl.Cl.NC1CCN([CH2:55][C@@H:56]([N:58]2[CH2:63][CH2:62][C@H:61]([OH:64])[C@@H:60]([CH3:65])[CH2:59]2)[CH3:57])CC1>>[ClH:1].[ClH:1].[OH:64][C@H:61]1[CH2:62][CH2:63][N:58]([C@@H:56]([CH3:57])[CH2:55][N:14]2[CH2:15][CH2:16][CH:17]([NH:20][C:21]([C:23]3[NH:24][C:25]4[C:30]([CH:31]=3)=[C:29]([O:32][CH2:33][C:34]3[C:38]5[C:39]([F:44])=[CH:40][C:41]([F:43])=[CH:42][C:37]=5[O:36][CH:35]=3)[CH:28]=[CH:27][CH:26]=4)=[O:22])[CH2:18][CH2:19]2)[CH2:59][C@@H:60]1[CH3:65] |f:0.1.2,3.4.5.6,7.8.9|. Procedure: This compound is synthesized from 4-(4,6-difluoro-benzofuran-3-ylmethoxy)-1H-indole-2-carboxylic acid (115, see example 66) and amine 56 analogously to the method described in example 1. The reactants are BrC1=C(C=O)C=C(C=C1)C(F)(F)F (2-bromo-5-(trifluoromethyl)benzaldehyde), COC1=C(C=C(C=C1)CC#N)B1OC(C(O1)(C)C)(C)C ([4-methoxy-3-(4,4,5,5-tetramethyl-[1,3,2]dioxaborolan-2-yl)-phenyl]-acetonitrile). Yields the product C(=O)C1=C(C=CC(=C1)C(F)(F)F)C1=CC(=CC=C1OC)CC#N ((2′-Formyl-6-methoxy-4′-trifluoromethyl-biphenyl-3-yl)-acetonitrile). As a reaction SMILES: Br[C:2]1[CH:9]=[CH:8][C:7]([C:10]([F:13])([F:12])[F:11])=[CH:6][C:3]=1[CH:4]=[O:5].[CH3:14][O:15][C:16]1[CH:21]=[CH:20][C:19]([CH2:22][C:23]#[N:24])=[CH:18][C:17]=1B1OC(C)(C)C(C)(C)O1>>[CH:4]([C:3]1[CH:6]=[C:7]([C:10]([F:13])([F:12])[F:11])[CH:8]=[CH:9][C:2]=1[C:21]1[C:16]([O:15][CH3:14])=[CH:17][CH:18]=[C:19]([CH2:22][C:23]#[N:24])[CH:20]=1)=[O:5]. Procedure details: Prepared according to the procedure described in Example 1, Step 4, using the following starting materials: 2-bromo-5-(trifluoromethyl)benzaldehyde and [4-methoxy-3-(4,4,5,5-tetramethyl-[1,3,2]dioxaborolan-2-yl)-phenyl]-acetonitrile. Starting materials: ClC=1C=C(C(=O)C2=CC=C(C(=O)N3CC4=C(CC3)OC=C4)C=C2)C=CC1 (5-[4-(3-chlorobenzoyl)benzoyl]-4,5,6,7-tetrahydrofuro[3,2-c]pyridine), CNC (dimethylamine), C=O (formaldehyde). Run in C(C)(=O)O (acetic acid). Reaction conditions: temperature 100 celsius, time 60 minute. The product is CN(C)CC1=CC=2CN(CCC2O1)C(C1=CC=C(C=C1)C(C1=CC(=CC=C1)Cl)=O)=O (N,N-dimethyl-[5-[4-(3-chlorobenzoyl)benzoyl]-4,5,6,7-tetrahydrofuro[3,2-c]pyridin-2-ylmethyl]amine). Reaction SMILES: [Cl:1][C:2]1[CH:3]=[C:4]([CH:24]=[CH:25][CH:26]=1)[C:5]([C:7]1[CH:23]=[CH:22][C:10]([C:11]([N:13]2[CH2:18][CH2:17][C:16]3[O:19][CH:20]=[CH:21][C:15]=3[CH2:14]2)=[O:12])=[CH:9][CH:8]=1)=[O:6].[CH3:27][NH:28][CH3:29].[CH2:30]=O>C(O)(=O)C>[CH3:27][N:28]([CH2:30][C:20]1[O:19][C:16]2[CH2:17][CH2:18][N:13]([C:11](=[O:12])[C:10]3[CH:22]=[CH:23][C:7]([C:5](=[O:6])[C:4]4[CH:24]=[CH:25][CH:26]=[C:2]([Cl:1])[CH:3]=4)=[CH:8][CH:9]=3)[CH2:14][C:15]=2[CH:21]=1)[CH3:29]. Reported procedure: To a solution of 0.190 g (0.519 mmol) of 5-[4-(3-chlorobenzoyl)benzoyl]-4,5,6,7-tetrahydrofuro[3,2-c]pyridine in 10 ml of acetic acid, 0.070 ml (0.78 mmol) of 50% aqueous dimethylamine and 0.063 ml (0.78 mmol) of 37% aqueous formaldehyde were added, followed by stirring at 100° C. for 60 minutes. After the solvent was distilled off under reduced pressure, the residual solution was alkalified with 5% aqueous sodium hydrogen carbonate and extracted with dichloromethane 2 times. The combined organi... Reactants: COC1=CC=C(C=C1)N (p-anisidine), NC=1C=C(C(=O)NC2=CC(=C(C=C2)F)F)C=CC1OC (3-amino-N-(3,4-difluoro-phenyl)-4-methoxy-benzamide). Yields the product title compound, C(C1=CC=CC=C1)(=O)N (benzamide). The yield is 56.3%. RXN SMILES: COC1C=CC(N)=CC=1.N[C:11]1[CH:12]=[C:13]([CH:25]=[CH:26][C:27]=1OC)[C:14]([NH:16]C1C=CC(F)=C(F)C=1)=[O:15]>>[C:14]([NH2:16])(=[O:15])[C:13]1[CH:25]=[CH:26][CH:27]=[CH:11][CH:12]=1. Procedure details: The title compound was synthesized as in Example 1 using p-anisidine (1.0 g, 7.1 mmol), CSI (0.85 mL, 9.8 mmol), and 3-amino-N-(3,4-difluoro-phenyl)-4-methoxy-benzamide (1.75 g, 6.3 mmol) to give 0.43 g of benzamide, N-(3,4-difluorophenyl)-4-methoxy-3-[[[[[(4-methoxyphenyl)amino]-carbonyl]amino]sulfonyl]amino]-. Microanalysis: C22H20F2N4O6S; calculated: C=52.17; H=3.98; N=11.06. found: C=52.17; H=3.89; N=10.95. Mp 189-192° C. Reactants: FC(C(=O)F)(C(C(C(F)(F)F)(F)F)(F)F)F (perfluoropentanoyl fluoride), FC(C(=C(F)F)F)(F)F (hexafluoropropylene), [F-].[K+] (potassium fluoride), F[H-]F.[K+] (potassium bifluoride). Run in COCCOCCOC (diglyme). Conditions: temperature 50 celsius. Product: FC(C(C(C(C(C(C(F)(F)F)(F)F)(F)F)(F)F)=O)(C(F)(F)F)F)(F)F (1,1,1,2,4,4,5,5,6,6,7,7,7-tridecafluoro-2-trifluoromethyl-heptan-3-one). Yield: 440.2%. As a reaction SMILES: [F:1][C:2]([F:16])([C:6]([F:15])([F:14])[C:7]([F:13])([F:12])[C:8]([F:11])([F:10])[F:9])[C:3](F)=[O:4].[F-:17].[K+].F[H-]F.[K+].[F:23][C:24]([F:31])([F:30])[C:25]([F:29])=[C:26]([F:28])[F:27]>COCCOCCOC>[F:23][C:24]([F:31])([F:30])[C:25]([F:29])([C:26]([F:17])([F:28])[F:27])[C:3](=[O:4])[C:2]([F:16])([F:1])[C:6]([F:15])([F:14])[C:7]([F:13])([F:12])[C:8]([F:11])([F:10])[F:9] |f:1.2,3.4|. Reported procedure: A mixture consisting of 775 g of perfluoropentanoyl fluoride, 800 g of anhydrous diglyme, 13.1 g of potassium fluoride, 17.8 g of anhydrous potassium bifluoride and 775 g of hexafluoropropylene was heated in a 3-liter stainless steel pressure vessel under autogeneous pressure at 50° C. for 16 hours. The product was fractionally distilled to give 413 g of 1,1,1,2,4,4,5,5,6,6,7,7,7-tridecafluoro-2-trifluoromethyl-heptan-3-one, having a boiling point of 97° C. and a 99.0% purity as determined by ga... Starting materials: cis-trans mixture, Cl (hydrochloride), Cl[Si](C)(C)C (chlorotrimethylsilane), C(C)(C)OC(C)C (diisopropylether), CN(C1(CCC(CC1)NC(=O)C=1C(=NOC1C)C1=C(C=CC=C1Cl)Cl)C1=CC(=CC=C1)F)C (3-(2,6-dichlorophenyl)-5-methylisoxazole-4-carboxylic acid [4-dimethylamino-4-(3-fluorophenyl)cyclohexyl]amide), FC=1C=C(C=CC1)C1(CCC(CC1)N)N(C)C (1-(3-fluorophenyl)-N,N-dimethylcyclohexane-1,4-diamine), ClC1=C(C(=CC=C1)Cl)C1=NOC(=C1C(=O)O)C (3-(2,6-dichlorophenyl)-5-methylisoxazole-4-carboxylic acid). The solvent is C(C)(=O)OCC (ethyl acetate), C(C)OCC.CO (diethyl ether methanol), O (water), C(C)OCC.CO (diethyl ether methanol), CC(CC)=O (2-butanone), CO (methanol), C(C)OCC (diethyl ether). Yields the product Cl.CN(C1(CCC(CC1)NC(=O)C=1C(=NOC1C)C1=C(C=CC=C1Cl)Cl)C1=CC(=CC=C1)F)C (3-(2,6-dichlorophenyl)-5-methylisoxazole-4-carboxylic acid [4-di-methylamino-4-(3-fluorophenyl)cyclohexyl]amide hydrochloride). Reaction SMILES: FC1C=C(C2(N(C)C)CCC(N)CC2)C=CC=1.[Cl:18]C1C=CC=C(Cl)C=1C1C(C(O)=O)=C(C)ON=1.Cl.[CH3:36][N:37]([CH3:68])[C:38]1([C:61]2[CH:66]=[CH:65][CH:64]=[C:63]([F:67])[CH:62]=2)[CH2:43][CH2:42][CH:41]([NH:44][C:45]([C:47]2[C:48]([C:53]3[C:58]([Cl:59])=[CH:57][CH:56]=[CH:55][C:54]=3[Cl:60])=[N:49][O:50][C:51]=2[CH3:52])=[O:46])[CH2:40][CH2:39]1.Cl[Si](C)(C)C.C(OC(C)C)(C)C>CC(=O)CC.O.C(OCC)(=O)C.CO.C(OCC)C.CO.C(OCC)C>[ClH:18].[CH3:68][N:37]([CH3:36])[C:38]1([C:61]2[CH:66]=[CH:65][CH:64]=[C:63]([F:67])[CH:62]=2)[CH2:43][CH2:42][CH:41]([NH:44][C:45]([C:47]2[C:48]([C:53]3[C:58]([Cl:59])=[CH:57][CH:56]=[CH:55][C:54]=3[Cl:60])=[N:49][O:50][C:51]=2[CH3:52])=[O:46])[CH2:40][CH2:39]1 |f:10.11,13.14|. Reported procedure: As described for Example 120, 700 mg of a cis-trans mixture of 1-(3-fluorophenyl)-N,N-dimethylcyclohexane-1,4-diamine were reacted with 810 mg 3-(2,6-dichlorophenyl)-5-methylisoxazole-4-carboxylic acid (1 molar equivalent) and the crude product (1.86 g) was isolated. The main fraction, obtained after column chromatography on silica gel (3.0×19 cm) with 175 ml diethyl ether followed by 250 ml diethyl ether/methanol (V:V=2:1), 250 ml diethyl ether/methanol (V:V=1:1) and 100 ml methanol, of 950 mg ... Reactants: COC(C=CC1=CC=C(C=C1)N(S(=O)(=O)C1=C(C=C(C=C1C)C)C)CC1=CC(=CC=C1)OC1OCCCC1)=O (3-{4-[[3-(tetrahydro-pyran-2-yloxy)-benzyl]-(2,4,6-trimethyl-benzenesulfonyl)-amino]-phenyl}-acrylic acid methyl ester), C(=O)[O-].[NH4+] (ammonium formate), C(=O)[O-].[NH4+] (ammonium formate). The reagents and catalysts are [Pd] (palladium black), [Pd] (palladium black). The solvent is CO (methanol). Conditions: temperature 60 celsius, time 24 hour. Yields the product COC(CCC1=CC=C(C=C1)N(S(=O)(=O)C1=C(C=C(C=C1C)C)C)CC1=CC(=CC=C1)OC1OCCCC1)=O (3-{4-[[3-(Tetrahydro-pyran-2-yloxy)-benzyl]-(2,4,6-trimethyl-benzenesulfonyl)-amino]-phenyl}-propionic acid methyl ester). The yield is 67.8%. As a reaction SMILES: [CH3:1][O:2][C:3](=[O:39])[CH:4]=[CH:5][C:6]1[CH:11]=[CH:10][C:9]([N:12]([CH2:25][C:26]2[CH:31]=[CH:30][CH:29]=[C:28]([O:32][CH:33]3[CH2:38][CH2:37][CH2:36][CH2:35][O:34]3)[CH:27]=2)[S:13]([C:16]2[C:21]([CH3:22])=[CH:20][C:19]([CH3:23])=[CH:18][C:17]=2[CH3:24])(=[O:15])=[O:14])=[CH:8][CH:7]=1.C([O-])=O.[NH4+]>CO.[Pd]>[CH3:1][O:2][C:3](=[O:39])[CH2:4][CH2:5][C:6]1[CH:11]=[CH:10][C:9]([N:12]([CH2:25][C:26]2[CH:31]=[CH:30][CH:29]=[C:28]([O:32][CH:33]3[CH2:38][CH2:37][CH2:36][CH2:35][O:34]3)[CH:27]=2)[S:13]([C:16]2[C:17]([CH3:24])=[CH:18][C:19]([CH3:23])=[CH:20][C:21]=2[CH3:22])(=[O:14])=[O:15])=[CH:8][CH:7]=1 |f:1.2|. Procedure: To a solution of 3-{4-[[3-(tetrahydro-pyran-2-yloxy)-benzyl]-(2,4,6-trimethyl-benzenesulfonyl)-amino]-phenyl}-acrylic acid methyl ester (0.252 g, 0.46 mmol) in methanol was added palladium black (catalytic amount) and ammonium formate (0.289 g, 4.58 mmol). The reaction mixture was stirred at 60° C. for 24 hr. Additional palladium black (catalytic amount) and ammonium formate (0.289 g, 4.58 mmol) were added and the reaction mixture was stirred at 60° C. for 24 hr. The reaction mixture was filtere...